This data is from the Open Reaction Database (ORD), a public repository of structured organic reaction records. The task is: describe an organic reaction: reactants, conditions, products, and yield The reactants are CC(C)(S(=O)(=O)NC(=O)C1=CC(=CC=C1)[N+](=O)[O-])C (1-(1,1-dimethylethylsulphonylaminocarbonyl)-3-nitrobenzene). Reagents/catalysts: [Pd] (palladium on carbon). Run in C(C)O (ethanol), O (water). Yields the product CC(C)(S(=O)(=O)NC(=O)C1=CC(=CC=C1)N)C (1-(1,1-Dimethylethylsulphonylaminocarbonyl)-3-aminobenzene). Yield: 99.1%. RXN SMILES: [CH3:1][C:2]([CH3:19])([S:4]([NH:7][C:8]([C:10]1[CH:15]=[CH:14][CH:13]=[C:12]([N+:16]([O-])=O)[CH:11]=1)=[O:9])(=[O:6])=[O:5])[CH3:3]>[Pd].O.C(O)C>[CH3:3][C:2]([CH3:19])([S:4]([NH:7][C:8]([C:10]1[CH:15]=[CH:14][CH:13]=[C:12]([NH2:16])[CH:11]=1)=[O:9])(=[O:6])=[O:5])[CH3:1]. Reported procedure: In the same way as that described in Example 11, Step 2, using 1-(1,1-dimethylethylsulphonylaminocarbonyl)-3-nitrobenzene (0.36 g, 1.26 mmol), 10% palladium on carbon (0.1 g, 28% (w/w)) in water (2 ml) and ethanol (25 ml), the title compound (0.32 g, 99%) was afforded as a colourless solid. mp 150° C. (dec.). 1H NMR (360MHz, D6-DMSO) δ 1.30 (9H, s), 4.99 (2H, brs), 6.56-6.63 (1H, m), 6.97 (1H, t, J=7.7 Hz), 7.13-7.25 (2H, m).